describe an organic reaction: reactants, conditions, products, and yield From a dataset of the Open Reaction Database (ORD), a public repository of structured organic reaction records. The reactants are FC=1C=CC(=C(C1)C(CC(C=NC1=C2C=CC(=NC2=CC=C1)C(=O)N)(C(F)(F)F)O)(C)C)OC (5-[4-(5-fluoro-2-methoxyphenyl)-2-hydroxy-4-methyl-2-trifluoromethylpentylidenamino]quinoline-2-carboxylic acid amide), [BH4-].[Na+] (sodium borohydride). Solvent: O1C(CCC1)CO (tetrahydrofuran-methanol). Run at time 20 hour. Yields the product FC=1C=CC(=C(C1)C(CC(CNC1=C2C=CC(=NC2=CC=C1)C(=O)N)(C(F)(F)F)O)(C)C)OC (5-[4-(5-Fluoro-2-methoxyphenyl)-2-hydroxy-4-methyl-2-trifluoromethylpentylamino]quinoline-2-carboxylic acid amide). Reaction SMILES: [F:1][C:2]1[CH:3]=[CH:4][C:5]([O:33][CH3:34])=[C:6]([C:8]([CH3:32])([CH3:31])[CH2:9][C:10]([OH:30])([C:26]([F:29])([F:28])[F:27])[CH:11]=[N:12][C:13]2[CH:22]=[CH:21][CH:20]=[C:19]3[C:14]=2[CH:15]=[CH:16][C:17]([C:23]([NH2:25])=[O:24])=[N:18]3)[CH:7]=1.[BH4-].[Na+]>O1CCCC1CO>[F:1][C:2]1[CH:3]=[CH:4][C:5]([O:33][CH3:34])=[C:6]([C:8]([CH3:31])([CH3:32])[CH2:9][C:10]([OH:30])([C:26]([F:28])([F:27])[F:29])[CH2:11][NH:12][C:13]2[CH:22]=[CH:21][CH:20]=[C:19]3[C:14]=2[CH:15]=[CH:16][C:17]([C:23]([NH2:25])=[O:24])=[N:18]3)[CH:7]=1 |f:1.2|. Reported procedure: 253 mg (0.53 mmol) of 5-[4-(5-fluoro-2-methoxyphenyl)-2-hydroxy-4-methyl-2-trifluoromethylpentylidenamino]quinoline-2-carboxylic acid amide is dissolved in 10 ml of tetrahydrofuran-methanol (50%) and mixed with 101 mg (2.65 mmol) of sodium borohydride. After 20 hours, the solvent is removed in a vacuum. The subsequent recrystallization of the residue from ethyl acetate-methanol and purification of the mother liquor that is concentrated by evaporation on silica gel with hexane-ethyl acetate (0-50... Reactants: C([O-])([O-])=O.[Li+].[Li+] (lithium carbonate), C[C@@H]1NCC[C@@]1(O)CCC ((2S,3S)-2-methyl-3-propylpyrrolidin-3-ol), ClC1=C(C#N)C=CC(=C1C)F (2-chloro-4-fluoro-3-methylbenzonitrile). Product: ClC1=C(C#N)C=CC(=C1C)N1[C@H]([C@@](CC1)(C)O)C (2-chloro-4-[(2S,3S)-3-hydroxy-2,3-dimethylpyrrolidin-1-yl]-3-methylbenzonitrile), solid. The yield is 75.0%. Reaction SMILES: [CH3:1][C@H:2]1[C@@:6]([CH2:8]CC)([OH:7])[CH2:5][CH2:4][NH:3]1.[Cl:11][C:12]1[C:19]([CH3:20])=[C:18](F)[CH:17]=[CH:16][C:13]=1[C:14]#[N:15].C(=O)([O-])[O-].[Li+].[Li+]>>[Cl:11][C:12]1[C:19]([CH3:20])=[C:18]([N:3]2[CH2:4][CH2:5][C@@:6]([OH:7])([CH3:8])[C@@H:2]2[CH3:1])[CH:17]=[CH:16][C:13]=1[C:14]#[N:15] |f:2.3.4|. Procedure: By an operation in the same manner as in Example 1 and using (2S,3S)-2,3-dimethylpyrrolidin-3-ol 0.5 oxalate (260 mg), 2-chloro-4-fluoro-3-methylbenzonitrile (550 mg) and lithium carbonate (240 mg), the title compound was obtained as a colorless solid (yield: 320 mg, yield: 75%). Reactants: C(#N)CCC=1OC2=C(C1)C=CC(=C2)OCC=2N=C(OC2C)C2=CC=CC=C2 (2-(2-cyanoethyl)-6-(5-methyl-2-phenyl-4-oxazolylmethoxy)benzofuran), [N-]=[N+]=[N-].[Na+] (sodium azide), [Cl-].[NH4+] (ammonium chloride), CN(C=O)C (N,N-dimethylformamide). The solvent is O (water). Run at time 16 hour. Yields the product CC1=C(N=C(O1)C1=CC=CC=C1)COC1=CC2=C(C=C(O2)CCC2=NN=NN2)C=C1 (5-[2-[6-(5-methyl-2-phenyl-4-oxazolylmethoxy)-2-benzofuranyl]ethyl ]-1H-tetrazole). The yield is 78.1%. As a reaction SMILES: [C:1]([CH2:3][CH2:4][C:5]1[O:6][C:7]2[CH:13]=[C:12]([O:14][CH2:15][C:16]3[N:17]=[C:18]([C:22]4[CH:27]=[CH:26][CH:25]=[CH:24][CH:23]=4)[O:19][C:20]=3[CH3:21])[CH:11]=[CH:10][C:8]=2[CH:9]=1)#[N:2].[N-:28]=[N+:29]=[N-:30].[Na+].[Cl-].[NH4+].CN(C)C=O>O>[CH3:21][C:20]1[O:19][C:18]([C:22]2[CH:27]=[CH:26][CH:25]=[CH:24][CH:23]=2)=[N:17][C:16]=1[CH2:15][O:14][C:12]1[CH:11]=[CH:10][C:8]2[CH:9]=[C:5]([CH2:4][CH2:3][C:1]3[NH:30][N:29]=[N:28][N:2]=3)[O:6][C:7]=2[CH:13]=1 |f:1.2,3.4|. Procedure: A mixture of 2-(2-cyanoethyl)-6-(5-methyl-2-phenyl-4-oxazolylmethoxy)benzofuran (1.20 g), sodium azide (1.09 g), ammonium chloride (0.90 g) and N,N-dimethylformamide (30 ml) was stirred at 130° to 140° C. for 16 hours. The reaction mixture was poured over water and extracted with ethyl acetate. After the ethyl acetate layer was washed with water and dried (MgSO4), the solvent was distilled off; the residue was subjected to silica gel column chromatography. From the fraction eluted with methanol-... Reactants: NC1=C2N=CN(C2=NC(=N1)Cl)[C@H]1[C@@H]([C@@H]([C@H](C1)O)O)O ((1S, 2R, 3S, 4R)-4-(6-Amino-2-Chloro-9H-Purin-9-yl) Cyclopentane-1,2,3-triol), C1(=CC=CC=C1)CCN (phenylethylamine). Run in CCO (EtOH). Conditions: temperature 90 celsius. Yields the product NC1=C2N=CN(C2=NC(=N1)NCCC1=CC=CC=C1)[C@H]1[C@@H]([C@@H]([C@H](C1)O)O)O ((1S, 2R, 3S, 4R)-4-(6-Amino-2-Phenylethylamino-9H-Purin-9-yl)Cyclopentane-1,2,3-triol). Yield: 69.9%. Reaction SMILES: [NH2:1][C:2]1[N:10]=[C:9](Cl)[N:8]=[C:7]2[C:3]=1[N:4]=[CH:5][N:6]2[C@@H:12]1[CH2:16][C@H:15]([OH:17])[C@@H:14]([OH:18])[C@H:13]1[OH:19].[C:20]1([CH2:26][CH2:27][NH2:28])[CH:25]=[CH:24][CH:23]=[CH:22][CH:21]=1>CCO>[NH2:1][C:2]1[N:10]=[C:9]([NH:28][CH2:27][CH2:26][C:20]2[CH:25]=[CH:24][CH:23]=[CH:22][CH:21]=2)[N:8]=[C:7]2[C:3]=1[N:4]=[CH:5][N:6]2[C@@H:12]1[CH2:16][C@H:15]([OH:17])[C@@H:14]([OH:18])[C@H:13]1[OH:19]. Procedure: To a suspension of compound 50 (300 mg, 1.05 mmol) in absolute EtOH (10 mL) was added phenylethylamine (300 mg, 2.45 mmol). This mixture was heated at 90° C. for 3 days. The solvent was removed by rotary evaporation, and the residue was subjected to column chromatography on silica gel (CH2Cl2 -MeOH) to give compound 51 (272 mg, 70%) as a yellow solid: mp. 200° C. (dec.); 1H NMR (DMSO-d6) δ 1.77-1.90 (m, 1 H, H-5'), 2.50-2.60 (m, 1 H, H-5'), 2.8 (m, 4 H, 2 x CH2), 3.75 (m, 1 H, H-2'), 3.89 (m, 1 ... Starting materials: COC(=O)N1C(C(=C(C1)N1CCCC1)C(=O)OCC)C(C)=O (N-methoxycarbonyl-3-carboethoxy-acetyl-4-pyrrolidino-2,5-dihydropyrrole), COC(N(C)C)OC (N,N-dimethylformamide dimethylacetal), NC(=O)N (urea), O1CCOCC1 (dioxane). The product is COC(=O)N1CC(=C(C1)N1CCCC1)C(C(=CN(C)C)C(=O)OCC)=O (N-methoxycarbonyl-3-(2-ethoxycarbonyl-3-dimethylaminoacryloyl)-4-pyrrolidino-2,5-dihydropyrrole). RXN SMILES: [CH3:1][O:2][C:3]([N:5]1[CH2:9][C:8]([N:10]2[CH2:14][CH2:13][CH2:12][CH2:11]2)=[C:7]([C:15]([O:17]CC)=O)[CH:6]1C(=O)C)=[O:4].CO[CH:25](OC)[N:26]([CH3:28])[CH3:27].NC(N)=[O:33].[O:35]1[CH2:40][CH2:39]O[CH2:37][CH2:36]1>>[CH3:1][O:2][C:3]([N:5]1[CH2:9][C:8]([N:10]2[CH2:11][CH2:12][CH2:13][CH2:14]2)=[C:7]([C:15](=[O:17])[C:37]([C:36]([O:35][CH2:40][CH3:39])=[O:33])=[CH:25][N:26]([CH3:27])[CH3:28])[CH2:6]1)=[O:4]. Reported procedure: A solution of 12.41 g of N-methoxycarbonyl-3-carboethoxy-acetyl-4-pyrrolidino-2,5-dihydropyrrole, 9.64 ml of N,N-dimethylformamide dimethylacetal and 10 mg of urea in 50 ml of dioxane is stirred under nitrogen for 16 hours. Evaporation of the solvent yields N-methoxycarbonyl-3-(2-ethoxycarbonyl-3-dimethylaminoacryloyl)-4-pyrrolidino-2,5-dihydropyrrole as an oil. Starting materials: [OH-].[Na+] (sodium hydroxide), ClC1=CC(=C(C=C1Cl)OC1=CC=CC=C1)[N+](=O)[O-] (4,5-dichloro-2-nitro-1-phenoxy-benzene), ClC1=C(C=C(C(=C1)Br)Cl)O (2,5-dichloro-4-bromo-phenol), [OH-].[Na+] (sodium hydroxide). The solvent is CS(=O)C (dimethylsulfoxide). Run at temperature 100 celsius, time 5 hour. Yields the product ClC1=C(C=C(C(=C1)[N+](=O)[O-])OC1=CC=CC=C1)OC1=C(C=C(C(=C1)Cl)Br)Cl (2-Chloro-4-nitro-5-phenoxy-1-(2,5-dichloro-4-bromophenoxy)-benzene). As a reaction SMILES: [Cl:1][C:2]1[C:7](Cl)=[CH:6][C:5]([O:9][C:10]2[CH:15]=[CH:14][CH:13]=[CH:12][CH:11]=2)=[C:4]([N+:16]([O-:18])=[O:17])[CH:3]=1.[Cl:19][C:20]1[CH:25]=[C:24]([Br:26])[C:23]([Cl:27])=[CH:22][C:21]=1[OH:28].[OH-].[Na+]>CS(C)=O>[Cl:1][C:2]1[CH:3]=[C:4]([N+:16]([O-:18])=[O:17])[C:5]([O:9][C:10]2[CH:15]=[CH:14][CH:13]=[CH:12][CH:11]=2)=[CH:6][C:7]=1[O:28][C:21]1[CH:22]=[C:23]([Cl:27])[C:24]([Br:26])=[CH:25][C:20]=1[Cl:19] |f:2.3|. Reported procedure: A mixture of 28.4 gm of 4,5-dichloro-2-nitro-1-phenoxy-benzene, 24.2 gm of 2,5-dichloro-4-bromo-phenol, 10 ml of 10 N sodium hydroxide and 80 ml of dimethylsulfoxide was stirred for 5 hours at 100° C. Thereafter, the reaction mixture was stirred into 700 ml of 1 N sodium hydroxide, the mixture was allowed to stand overnight at room temperature, the liquid phase was decanted, and the precipitated product was taken up in chloroform. The chloroform solution was washed with water, dried with sodium ... Yield: 16.1%. As a reaction SMILES: Br.[N+:2]([C:5]1[CH:10]=[CH:9][C:8]([C:11]2[N:12]=[C:13]([NH2:16])[S:14][CH:15]=2)=[CH:7][CH:6]=1)([O-:4])=[O:3].[C:17]1([CH3:27])[CH:22]=[CH:21][C:20]([S:23](Cl)(=[O:25])=[O:24])=[CH:19][CH:18]=1.Cl>N1C=CC=CC=1>[CH3:27][C:17]1[CH:22]=[CH:21][C:20]([S:23]([NH:16][C:13]2[S:14][CH:15]=[C:11]([C:8]3[CH:7]=[CH:6][C:5]([N+:2]([O-:4])=[O:3])=[CH:10][CH:9]=3)[N:12]=2)(=[O:25])=[O:24])=[CH:19][CH:18]=1 |f:0.1|. The product is CC1=CC=C(C=C1)S(=O)(=O)NC=1SC=C(N1)C1=CC=C(C=C1)[N+](=O)[O-] (4-methyl-N-[4-(4-nitro-phenyl)-thiazol-2-yl]-benzenesulfonamide). Reactants: Br.[N+](=O)([O-])C1=CC=C(C=C1)C=1N=C(SC1)N (4-(4-nitro-phenyl)-thiazol-2-ylamine hydrobromide), C1(=CC=C(C=C1)S(=O)(=O)Cl)C (p-toluenesulfonyl chloride), Cl (hydrochloric acid). Reported procedure: A mixture of 0.5 g of 4-(4-nitro-phenyl)-thiazol-2-ylamine hydrobromide with 0.35 g of p-toluenesulfonyl chloride was stirred overnight with 2 ml of pyridine. The resulting, red colored suspension was poured into 30 ml of 1N hydrochloric acid and the mixture was extracted three times with 100 ml of ethyl acetate each time. The organic phases were combined, dried with magnesium sulphate and the solvent was removed on a rotary evaporator. The residue was chromatographed on 60 g of Kieselgel 60 wit... Run in N1=CC=CC=C1 (pyridine). Reactants: CNC(C1=CC=C(C=C1)N1C(N(C(CC1)=O)C1=CC(=C(C=C1)C#N)C(F)(F)F)=O)=O (N-methyl-4-{[3-(trifluoromethyl)-4-cyanophenyl]-2,4-dioxo-tetrahydropyrimidin-1(2H)-yl}benzamide), C(C=C)(=O)OCC (Ethyl acrylate), C1CCC2=NCCCN2CC1 (DBU), NC1=CC(=C(C(=O)NC)C=C1)F (4-amino-N-methyl-2-fluorobenzamide). Solvent: CS(=O)C (DMSO). Conditions: time 24 hour. The product is CNC(=O)C1=C(C=C(C=C1)NCCC(=O)OCC)F (ethyl N-[4-(methylcarbamoyl)-3-fluorophenyl]-β-alaninate). As a reaction SMILES: CNC(=O)C1C=CC(N2CCC(=O)N(C3C=CC(C#N)=C(C(F)(F)F)C=3)C2=O)=CC=1.[C:31]([O:35][CH2:36][CH3:37])(=[O:34])[CH:32]=[CH2:33].C1CCN2C(=NCCC2)CC1.[NH2:49][C:50]1[CH:59]=[CH:58][C:53]([C:54]([NH:56][CH3:57])=[O:55])=[C:52]([F:60])[CH:51]=1>CS(C)=O>[CH3:57][NH:56][C:54]([C:53]1[CH:58]=[CH:59][C:50]([NH:49][CH2:33][CH2:32][C:31]([O:35][CH2:36][CH3:37])=[O:34])=[CH:51][C:52]=1[F:60])=[O:55]. Procedure details: Synthesis of N-methyl-4-{[3-(trifluoromethyl)-4-cyanophenyl]-2,4-dioxo-tetrahydropyrimidin-1(2H)-yl}benzamide 1.3.2(1), (X═O, R1=CH3). Ethyl acrylate (8 g, 80 mmol) and DBU (0.81 g, 5.4 mmol) were added to a solution of 4-amino-N-methyl-2-fluorobenzamide (9 g, 53.6 mmol) in DMSO (90 ml) and stirring was continued for 24 h at 70° C. (LCMS control). The reaction mixture was subjected to lyophilization, the residue was recrystallized from aqueous alcohol. It gave ethyl N-[4-(methylcarbamoyl)-3-fluo... Reactants: O.C=1(C(=CC=CC1)S(=O)(=O)O)C (toluenesulfonic acid monohydrate), C1(CCCCC1)C[C@@H](CNC(OCC[Si](C)(C)C)=O)NCC(NC(C)(C)C)=O (2-(trimethylsilyl)ethyl (S)-3-cyclohexyl-2-((tert-butyl-carbamoyl)methylamino)propylcarbamate). The solvent is C(C)O (ethanol), CCOCC (Et2O). Conditions: time 2 hour. Yields the product C1(CCCCC1)C[C@@H](CNC(OCC[Si](C)(C)C)=O)NC (2-(trimethylsilyl)ethyl (S)-3-cyclohexyl-2-(methylamino)propylcarbamate). Isolated yield 9.4%. Reaction SMILES: O.C1(C)C(S(O)(=O)=O)=CC=CC=1.[CH:13]1([CH2:19][C@H:20]([NH:32][CH2:33]C(=O)NC(C)(C)C)[CH2:21][NH:22][C:23](=[O:31])[O:24][CH2:25][CH2:26][Si:27]([CH3:30])([CH3:29])[CH3:28])[CH2:18][CH2:17][CH2:16][CH2:15][CH2:14]1>C(O)C.CCOCC>[CH:13]1([CH2:19][C@H:20]([NH:32][CH3:33])[CH2:21][NH:22][C:23](=[O:31])[O:24][CH2:25][CH2:26][Si:27]([CH3:29])([CH3:28])[CH3:30])[CH2:14][CH2:15][CH2:16][CH2:17][CH2:18]1 |f:0.1|. Procedure: A solution of toluenesulfonic acid monohydrate (10 mg, 0.053 mmol) in absolute ethanol (1 mL) was added to a solution of 2-(trimethylsilyl)ethyl (S)-3-cyclohexyl-2-((tert-butyl-carbamoyl)methylamino)propylcarbamate (21.3 mg, 0.51 mmol) in Et2O (10 mL). This solution was placed in a flask on a rotary evaporator and the Et2O was removed at ambient temp. The flask was then lowered into a water bath (60° C.) and selective removal of the Boc group proceeded concurrently with removal of the solvent. T...